The task is: describe an organic reaction: reactants, conditions, products, and yield. This data is from the Open Reaction Database (ORD), a public repository of structured organic reaction records. The reactants are C(C)(=O)C1=C(NC=2C=CNC(C2C1C1=C(C=C(C=C1)[N+](=O)[O-])C(F)(F)F)=O)C (3-acetyl-2-methyl-4-[4-nitro-2-(trifluoromethyl)phenyl]-4,6-dihydro-1,6-naphthyridin-5(1H)-one), CO (methanol), N′″-(tert-butyl)-N,N′,N″-tris[tris(dimethylamino)phosphoranylidene]phosphorimide triamide, FC(S(=O)(=O)OCC)(F)F (ethyl trifluoromethanesulfonate). The solvent is C1CCOC1 (THF). Run at time 10 minute. Product: C(C)OC1=C2C(C(=C(NC2=CC=N1)C)C(C)=O)C1=C(C=C(C=C1)[N+](=O)[O-])C(F)(F)F (1-[5-Ethoxy-2-methyl-4-[4-nitro-2-(trifluoromethyl)phenyl]-1,4-dihydro-1,6-naphthyridin-3-yl]-ethanone). Reaction SMILES: [C:1]([C:4]1[CH:13]([C:14]2[CH:19]=[CH:18][C:17]([N+:20]([O-:22])=[O:21])=[CH:16][C:15]=2[C:23]([F:26])([F:25])[F:24])[C:12]2[C:11](=[O:27])[NH:10][CH:9]=[CH:8][C:7]=2[NH:6][C:5]=1[CH3:28])(=[O:3])[CH3:2].FC(F)(F)S(O[CH2:35][CH3:36])(=O)=O.CO>C1COCC1>[CH2:35]([O:27][C:11]1[N:10]=[CH:9][CH:8]=[C:7]2[C:12]=1[CH:13]([C:14]1[CH:19]=[CH:18][C:17]([N+:20]([O-:22])=[O:21])=[CH:16][C:15]=1[C:23]([F:26])([F:25])[F:24])[C:4]([C:1](=[O:3])[CH3:2])=[C:5]([CH3:28])[NH:6]2)[CH3:36]. Procedure: 976 mg (2.48 mmol) of 3-acetyl-2-methyl-4-[4-nitro-2-(trifluoromethyl)phenyl]-4,6-dihydro-1,6-naphthyridin-5(1H)-one are suspended in THF (60 ml), and 3 ml (3 mmol) of N′″-(tert-butyl)-N,N′,N″-tris[tris(dimethylamino)phosphoranylidene]phosphorimide triamide (phosphazene base P4-t-Bu; 1 M in hexane) are added. Then 389 μl (2.97 mmol) of ethyl trifluoromethanesulfonate are added to the dark red solution. The decolorized solution is stirred for a further 10 min and then mixed with methanol and conc... Reactants: COC1=CC(=C2C(C=C(OC2=C1)C1=CC=C(C=C1)OC)=O)O (7,4′-Dimethoxy-5-hydroxyflavone), C(C)(=O)[O-].[Tl+] (thallium(I) acetate), II (iodine), [Tl] (thallium). The solvent is C(Cl)Cl (CH2Cl2), C(Cl)Cl (CH2Cl2). Run at time 8 hour. Yields the product COC1=C(C(=C2C(C=C(OC2=C1)C1=CC=C(C=C1)OC)=O)O)I (7,4′-Dimethoxy-5-hydroxy-6-iodoflavone). Isolated yield 73.1%. As a reaction SMILES: [CH3:1][O:2][C:3]1[CH:12]=[C:11]2[C:6]([C:7](=[O:21])[CH:8]=[C:9]([C:13]3[CH:18]=[CH:17][C:16]([O:19][CH3:20])=[CH:15][CH:14]=3)[O:10]2)=[C:5]([OH:22])[CH:4]=1.C([O-])(=O)C.[Tl+].[I:28]I.[Tl]>C(Cl)Cl>[CH3:1][O:2][C:3]1[CH:12]=[C:11]2[C:6]([C:7](=[O:21])[CH:8]=[C:9]([C:13]3[CH:14]=[CH:15][C:16]([O:19][CH3:20])=[CH:17][CH:18]=3)[O:10]2)=[C:5]([OH:22])[C:4]=1[I:28] |f:1.2,^1:29|. Procedure details: To a solution of 6 (2.98 g, 10.0 mmol) in 300 mL CH2Cl2 was added thallium(I) acetate (3.16 g, 10.2 mmol). With magnetic stirring, a solution of iodine (2.54 g, 10.0 mmol) in 200 mL CH2Cl2 was added dropwise over 1 h. During the addition, a fine suspension of thallium salts precipitated. The solution was stirred at room temperature overnight, then filtered through a bed of celite to remove the precipitated salts. The filtrate was extracted sequentially with 500 mL each of 5% NaHCO3, 10% Na2S2O4,... Starting materials: CC(=O)O, Cc1c(Cl)cc(F)c(-n2c(=O)cc(C(F)(F)F)n(C)c2=O)c1[N+](=O)[O-], [Fe], O. Product: Cc1c(Cl)cc(F)c(-n2c(=O)cc(C(F)(F)F)n(C)c2=O)c1N. Reaction SMILES: [CH3:27][C:28](=[O:29])[OH:30].[Cl:1][c:2]1[c:3]([CH3:25])[c:4]([N+:22]([O-:23])=[O:24])[c:5](-[n:9]2[c:10](=[O:21])[n:11]([CH3:20])[c:12]([C:16]([F:17])([F:18])[F:19])[cH:13][c:14]2=[O:15])[c:6]([F:8])[cH:7]1.[Fe:31].[OH2:26]>>[Cl:1][c:2]1[c:3]([CH3:25])[c:4]([NH2:22])[c:5](-[n:9]2[c:10](=[O:21])[n:11]([CH3:20])[c:12]([C:16]([F:17])([F:18])[F:19])[cH:13][c:14]2=[O:15])[c:6]([F:8])[cH:7]1. Reaction SMILES: Cl.[OH:2][C@H:3]1[CH2:7][NH:6][C@H:5]([C:8]([OH:10])=[O:9])[CH2:4]1.S(Cl)([Cl:13])=O.[CH3:15]O>>[ClH:13].[OH:2][C@H:3]1[CH2:7][NH:6][C@H:5]([C:8]([O:10][CH3:15])=[O:9])[CH2:4]1 |f:0.1,4.5|. Yields the product Cl.O[C@@H]1C[C@H](NC1)C(=O)OC (methyl (2S,4R)-4-hydroxy-2-pyrrolidinecarboxylate hydrochloride). Procedure: To a solution of (2S,4R)-4-hydroxy-2-pyrrolidinecarboxylic acid hydrochloride (1.0 g, 7.6 mmol) in methanol (25 mL) at 0° C. was added thionyl chloride (0.83 mL, 11.4 mmol). The reaction was warmed to room temperature and heated at reflux overnight. After cooling to room temperature, the reaction mixture was concentrated to dryness to give the title compound (1.2 g, 92%) as a white solid. Reactants: Cl.O[C@@H]1C[C@H](NC1)C(=O)O ((2S,4R)-4-hydroxy-2-pyrrolidinecarboxylic acid hydrochloride), S(=O)(Cl)Cl (thionyl chloride), CO (methanol). Isolated yield 92.0%. Reactants: [N+](=O)([O-])C=1C=C(C=C(C(=O)OC)C1)C(=O)[O-] (mono-methyl 5-nitroisophthalate), S(=O)(Cl)Cl (thionyl chloride), CN(C)C=O (DMF), SiO2. Solvent: C1CCOC1 (THF), C(Cl)Cl (CH2Cl2). The product is COC(=O)C=1C=C(C(=O)N)C=C(C1)[N+](=O)[O-] (3-Methoxycabonyl-5-nitrobenzamide). Isolated yield 81.0%. Reaction SMILES: [N+:1]([C:4]1[CH:5]=[C:6]([C:14]([O-:16])=O)[CH:7]=[C:8]([CH:13]=1)[C:9]([O:11][CH3:12])=[O:10])([O-:3])=[O:2].S(Cl)(Cl)=O.C[N:22](C=O)C>C1COCC1.C(Cl)Cl>[CH3:12][O:11][C:9]([C:8]1[CH:7]=[C:6]([CH:5]=[C:4]([N+:1]([O-:3])=[O:2])[CH:13]=1)[C:14]([NH2:22])=[O:16])=[O:10]. Reported procedure: A solution of mono-methyl 5-nitroisophthalate (45.0 g, 200 mmol), thionyl chloride (71.4 g, 600 mmol) and DMF through SiO2 (125 μL) in dry THF (100 mL) and dry CH2Cl2 (300 mL) was refluxed overnight. See, FIG. 1C, step 1. The reaction mixture was evaporated in vacuo and then added dry CH2 Cl2 (200 mL) and hexanes (500 mL). Ammonia gas was introduced into the solution and the precipitation was collected on a glass-filter. Id., step 2. The cake was suspended in 1N HCl (500 mL), filtered again and ... Starting materials: C1CCOC1, CC1(C)OCc2cc(C3CN(CCCCCCOCCOCc4cccc(S(=O)(=O)N(COCC[Si](C)(C)C)COCC[Si](C)(C)C)c4)C(=O)O3)ccc2O1, C[Si](C)(C)[O-], [K+], O=P([O-])([O-])[O-]. The product is CC1(C)OCc2cc(C(O)CNCCCCCCOCCOCc3cccc(S(=O)(=O)N(COCC[Si](C)(C)C)COCC[Si](C)(C)C)c3)ccc2O1. RXN SMILES: [CH2:67]1[O:68][CH2:69][CH2:70][CH2:71]1.[CH3:1][C:2]1([CH3:55])[O:3][CH2:4][c:5]2[c:6]([cH:8][cH:9][c:10]([CH:12]3[CH2:13][N:14]([CH2:18][CH2:19][CH2:20][CH2:21][CH2:22][CH2:23][O:24][CH2:25][CH2:26][O:27][CH2:28][c:29]4[cH:30][c:31]([S:35](=[O:36])(=[O:37])[N:38]([CH2:39][O:40][CH2:41][CH2:42][Si:43]([CH3:44])([CH3:45])[CH3:46])[CH2:47][O:48][CH2:49][CH2:50][Si:51]([CH3:52])([CH3:53])[CH3:54])[cH:32][cH:33][cH:34]4)[C:15](=[O:17])[O:16]3)[cH:11]2)[O:7]1.[CH3:56][Si:57]([CH3:58])([CH3:59])[O-:60].[K+:61].[O-:62][P:63](=[O:64])([O-:65])[O-:66]>>[CH3:1][C:2]1([CH3:55])[O:3][CH2:4][c:5]2[c:6]([cH:8][cH:9][c:10]([CH:12]([CH2:13][NH:14][CH2:18][CH2:19][CH2:20][CH2:21][CH2:22][CH2:23][O:24][CH2:25][CH2:26][O:27][CH2:28][c:29]3[cH:30][c:31]([S:35](=[O:36])(=[O:37])[N:38]([CH2:39][O:40][CH2:41][CH2:42][Si:43]([CH3:44])([CH3:45])[CH3:46])[CH2:47][O:48][CH2:49][CH2:50][Si:51]([CH3:52])([CH3:53])[CH3:54])[cH:32][cH:33][cH:34]3)[OH:16])[cH:11]2)[O:7]1. The reactants are C(=O)(OC)COC1=CC=C(C=C1)CC(C)N1CC(OCC1)C=1N=C(SC1)NC(=O)C (N-[2-(4-carbomethoxymethoxyphenyl)-1-methylethyl]-2-(2-acetamino-thiazol-4-yl)-morpholine), Cl (hydrochloric acid), C (charcoal). Product: [Cl-].[Cl-].C(=O)(O)COC1=CC=C(C=C1)CC(C)N1CC(OCC1)C=1N=C(SC1)N (N-[2-(4-Carboxymethoxyphenyl)-1-methylethyl]-2-(2-amino-thiazol-4-yl)morpholine dichloride). Reaction SMILES: [C:1]([CH2:5][O:6][C:7]1[CH:12]=[CH:11][C:10]([CH2:13][CH:14]([N:16]2[CH2:21][CH2:20][O:19][CH:18]([C:22]3[N:23]=[C:24]([NH:27]C(C)=O)[S:25][CH:26]=3)[CH2:17]2)[CH3:15])=[CH:9][CH:8]=1)([O:3]C)=[O:2].[ClH:31].C>>[Cl-:31].[Cl-:31].[C:1]([CH2:5][O:6][C:7]1[CH:12]=[CH:11][C:10]([CH2:13][CH:14]([N:16]2[CH2:21][CH2:20][O:19][CH:18]([C:22]3[N:23]=[C:24]([NH2:27])[S:25][CH:26]=3)[CH2:17]2)[CH3:15])=[CH:9][CH:8]=1)([OH:3])=[O:2] |f:3.4.5|. Reported procedure: 1.6 g (0.0037 mol) of N-[2-(4-carbomethoxymethoxyphenyl)-1-methylethyl]-2-(2-acetamino-thiazol-4-yl)-morpholine in 100 ml of 18% strength hydrochloric acid are heated to reflux under nitrogen for 48 hours. 1.5 g of active charcoal are added to the reaction solution which is throughly stirred and filtered. The solution is then concentrated, and the product is dried in vacuo over potassium hydroxide.